This data is from the Open Reaction Database (ORD), a public repository of structured organic reaction records. The task is: describe an organic reaction: reactants, conditions, products, and yield Reactants: CC1(OC2=CC=C(C=C2CC1)C=O)C (2,2-Dimethyl-6-formylchromane), CC1=C2CC(NC2=CC=C1Cl)=O (4-methyl-5-chloro-2-oxindole). Product: ClC=1C(=C2C(C(NC2=CC1)=O)=CC=1C=C2CCC(OC2=CC1)(C)C)C (5-chloro-3-(2,2-dimethyl-chroman-6-ylmethylene)-4-methyl-1,3-dihydroindol-2-one). RXN SMILES: [CH3:1][C:2]1([CH3:14])[CH2:11][CH2:10][C:9]2[C:4](=[CH:5][CH:6]=[C:7]([CH:12]=O)[CH:8]=2)[O:3]1.[CH3:15][C:16]1[C:24]([Cl:25])=[CH:23][CH:22]=[C:21]2[C:17]=1[CH2:18][C:19](=[O:26])[NH:20]2>>[Cl:25][C:24]1[C:16]([CH3:15])=[C:17]2[C:21](=[CH:22][CH:23]=1)[NH:20][C:19](=[O:26])[C:18]2=[CH:12][C:7]1[CH:8]=[C:9]2[C:4](=[CH:5][CH:6]=1)[O:3][C:2]([CH3:14])([CH3:1])[CH2:11][CH2:10]2. Procedure details: 2,2-Dimethyl-6-formylchromane (commercially available) was condensed with 4-methyl-5-chloro-2-oxindole to give 0.3 g of 5-chloro-3-(2,2-dimethyl-chroman-6-ylmethylene)-4-methyl-1,3-dihydroindol-2-one as a yellow-orange solid. The reactants are C1(C=2C(C(N1C\C(=C\F)\C)=O)=CC=CC2)=O ((E)-1-phthalimido-2-methyl-3-fluoro-2-propene), BrNC(CCC(=O)N)=O (N-bromosuccinamide). Solvent: C(Cl)(Cl)(Cl)Cl (carbon tetrachloride). Yields the product F\C=C(\CN1C(C=2C(C1=O)=CC=CC2)=O)/CBr ((Z)-1-Fluoro-2-bromomethyl-3-phthalimidopropene). Reaction SMILES: [C:1]1(=[O:16])[N:5]([CH2:6]/[C:7](/[CH3:10])=[CH:8]/[F:9])[C:4](=[O:11])[C:3]2=[CH:12][CH:13]=[CH:14][CH:15]=[C:2]12.[Br:17]NC(=O)CCC(N)=O>C(Cl)(Cl)(Cl)Cl>[F:9]/[CH:8]=[C:7](\[CH2:10][Br:17])/[CH2:6][N:5]1[C:4](=[O:11])[C:3]2=[CH:12][CH:13]=[CH:14][CH:15]=[C:2]2[C:1]1=[O:16]. Procedure: A mixture of 1-phthalimido-2-methyl-3-fluoro-2-propene (prepared in Step E) (2.09 g) and N-bromosuccinamide (1.78 g) in carbon tetrachloride (100 ml) was refluxed for 45 min. The cooled mixture is filtered and the filtrate is washed with water, dried and evaporated to leave an almost colorless oil. Chromatography (silica; 20% ether in light petroleum) followed by recrystallization of the major fractions from EtOAc/light petroleum gives: Reactants: CN(C)C=O, C[S+](C)C, C=C(C(C)=O)c1ccc(C(C)C)cc1, [H-], [I-], [Na+]. Yields the product CC(=O)C1(c2ccc(C(C)C)cc2)CC1. Reaction SMILES: [CH3:22][N:23]([CH3:24])[CH:25]=[O:26].[CH3:4][S+:5]([CH3:6])[CH3:7].[CH3:8][CH:9]([CH3:10])[c:11]1[cH:12][cH:13][c:14]([C:17]([C:18]([CH3:19])=[O:20])=[CH2:21])[cH:15][cH:16]1.[H-:1].[I-:3].[Na+:2]>>[CH2:4]1[C:17]([c:14]2[cH:13][cH:12][c:11]([CH:9]([CH3:8])[CH3:10])[cH:16][cH:15]2)([C:18]([CH3:19])=[O:20])[CH2:21]1. Reactants: BrCC(CC(=O)NC1[C@@H]2N(C(=C(CS2)\C=C\Cl)C(=O)OC(C2=CC=CC=C2)C2=CC=CC=C2)C1=O)=O (benzhydryl 7-(4-bromo-3-oxobutyramido)-3-[(E)-2-chlorovinyl]-3-cephem-4-carboxylate), C(C)(=O)OCC (ethyl acetate), N(=O)[O-].[Na+] (sodium nitrite), BrCC(C(C(=O)NC1[C@@H]2N(C(=C(CS2)\C=C\Cl)C(=O)OC(C2=CC=CC=C2)C2=CC=CC=C2)C1=O)=NO)=O (benzhydryl 7-(4-bromo-2-hydroxyimino-3-oxobutyramido)-3-[(E)-2-chlorovinyl]-3-cephem-4-carboxylate). Run in C(Cl)Cl (methylene chloride), C(C)(=O)O (acetic acid). Reaction conditions: time 6 minute. Yields the product ON=C(C(=O)NC1[C@@H]2N(C(=C(CS2)\C=C\Cl)C(=O)OC(C2=CC=CC=C2)C2=CC=CC=C2)C1=O)C=1N=C(SC1)N (benzhydryl 7-[2-hydroxyimino-2-(2-aminothiazol-4-yl)acetamido]-3-[(E)-2-chlorovinyl]-3-cephem-4-carboxylate). Reaction SMILES: BrCC(=O)CC(NC1C(=O)[N:10]2C(C(OC(C3C=CC=CC=3)C3C=CC=CC=3)=O)=C(/C=C/Cl)C[S:14][C@H:9]12)=O.[N:37]([O-])=O.[Na+].Br[CH2:42][C:43](=O)[C:44](=[N:76][OH:77])[C:45]([NH:47][CH:48]1[C:74](=[O:75])[N:50]2[C:51]([C:58]([O:60][CH:61]([C:68]3[CH:73]=[CH:72][CH:71]=[CH:70][CH:69]=3)[C:62]3[CH:67]=[CH:66][CH:65]=[CH:64][CH:63]=3)=[O:59])=[C:52](/[CH:55]=[CH:56]/[Cl:57])[CH2:53][S:54][C@H:49]12)=[O:46].C(OCC)(=O)C>C(Cl)Cl.C(O)(=O)C>[OH:77][N:76]=[C:44]([C:43]1[N:10]=[C:9]([NH2:37])[S:14][CH:42]=1)[C:45]([NH:47][CH:48]1[C:74](=[O:75])[N:50]2[C:51]([C:58]([O:60][CH:61]([C:68]3[CH:69]=[CH:70][CH:71]=[CH:72][CH:73]=3)[C:62]3[CH:67]=[CH:66][CH:65]=[CH:64][CH:63]=3)=[O:59])=[C:52](/[CH:55]=[CH:56]/[Cl:57])[CH2:53][S:54][C@H:49]12)=[O:46] |f:1.2|. Procedure details: To a solution of benzhydryl 7-(4-bromo-3-oxobutyramido)-3-[(E)-2-chlorovinyl]-3-cephem-4-carboxylate (3.5 g) in a mixture of methylene chloride (32 ml) and acetic acid (12 ml) was dropwise added an aqueous solution (3 ml) of sodium nitrite (0.61 g) at -22° C. and the mixture was stirred for 6 minutes at the same temperature to give a reaction mixture containing benzhydryl 7-(4-bromo-2-hydroxyimino-3-oxobutyramido)-3-[(E)-2-chlorovinyl]-3-cephem-4-carboxylate. To the reaction mixture was added et... Starting materials: [H][H] (hydrogen), CC(COC(NC1=CC(=C(C=C1)C=1CCS(CC1)(=O)=O)F)=O)C (2-Methylpropyl(4-(3,6-dihydro-1,1-dioxido-2H-thiopyran-4-yl)-3-fluorophenyl]carbamate). The product is CC(COC(NC1=CC(=C(C=C1)C1CCS(CC1)(=O)=O)F)=O)C (2-Methylpropyl[3-fluoro-4-(tetrahydro-1,1-dioxido-2H-thiopyran-4-yl)phenyl]carbamate). RXN SMILES: [H][H].[CH3:3][CH:4]([CH3:25])[CH2:5][O:6][C:7](=[O:24])[NH:8][C:9]1[CH:14]=[CH:13][C:12]([C:15]2[CH2:16][CH2:17][S:18](=[O:22])(=[O:21])[CH2:19][CH:20]=2)=[C:11]([F:23])[CH:10]=1>>[CH3:3][CH:4]([CH3:25])[CH2:5][O:6][C:7](=[O:24])[NH:8][C:9]1[CH:14]=[CH:13][C:12]([CH:15]2[CH2:20][CH2:19][S:18](=[O:22])(=[O:21])[CH2:17][CH2:16]2)=[C:11]([F:23])[CH:10]=1. Procedure details: Following the general procedure of EXAMPLE 4 (and using knowledge known to those skilled in the art regarding reduction of unsaturated cyclic double bonds with hydrogen) and making non-critical variations but starting with 2-methylpropyl[4-(3,6-dihydro-1,1-ioxido-2H-thiopyran-4-yl)-3-fluorophenyl]carbamate (XV, EXAMPLE 12), the title compound is obtained, TLC Rf=0.73 (methanol/methylene chloride, 5/95); mp=181-182°;NMR (CDCl3) δ 7.36, 7.13, 7.01, 6.87, 3.95, 3.33-3.05, 2.42-2.33, 2.18, 2.01-1.94... Product: C(C1=CC=CC=C1)OC=1C=C(C=CC1)CCNC (1-[3-(benzyloxy)phenyl]-2-(methylamino)ethane). Conditions: time 30 minute. The solvent is O1CCCC1 (tetrahydrofuran), O1CCCC1 (tetrahydrofuran). As a reaction SMILES: [H-].[Li+].[Al+3].[H-].[H-].[H-].[CH2:7]([O:14][C:15]1[CH:16]=[C:17]([CH2:21][CH2:22][NH:23][CH:24]=O)[CH:18]=[CH:19][CH:20]=1)[C:8]1[CH:13]=[CH:12][CH:11]=[CH:10][CH:9]=1.O.[OH-].[Na+]>O1CCCC1>[CH2:7]([O:14][C:15]1[CH:16]=[C:17]([CH2:21][CH2:22][NH:23][CH3:24])[CH:18]=[CH:19][CH:20]=1)[C:8]1[CH:9]=[CH:10][CH:11]=[CH:12][CH:13]=1 |f:0.1.2.3.4.5,8.9|. Isolated yield 76.6%. The reactants are [H-].[Li+].[Al+3].[H-].[H-].[H-] (aluminum lithium hydride), C(C1=CC=CC=C1)OC=1C=C(C=CC1)CCNC=O (1-[3-(benzyloxy)phenyl]-2-(formylamino)ethane), O (water), [OH-].[Na+] (sodium hydroxide), O (water). Procedure details: 1.07 g of aluminum lithium hydride was suspended in 20 ml of tetrahydrofuran and a solution of 4.78 g of 1-[3-(benzyloxy)phenyl]-2-(formylamino)ethane in 10 ml of tetrahydrofuran was added dropwise at room temperature. The mixture was stirred at room temperature for 30 minutes and then heated at reflux for 2 hours. The reaction solution was ice-cooled and 1 ml of water, 1 ml of an aqueous 15% sodium hydroxide solution and 3 ml of water were added dropwise in order, followed by stirring for 30 mi... The reactants are CN1CC2CCC(C1)N2, CCOC(=O)Cl, ClC(Cl)Cl, Cl, Cl, [Na+], [OH-]. Product: CCOC(=O)N1C2CCC1CN(C)C2. As a reaction SMILES: [CH3:3][N:4]1[CH2:5][CH:6]2[CH2:7][CH2:8][CH:9]([CH2:10]1)[NH:11]2.[Cl:14][C:15](=[O:16])[O:17][CH2:18][CH3:19].[Cl:20][CH:21]([Cl:22])[Cl:23].[ClH:1].[ClH:2].[Na+:13].[OH-:12]>>[CH3:3][N:4]1[CH2:5][CH:6]2[CH2:7][CH2:8][CH:9]([CH2:10]1)[N:11]2[C:15](=[O:16])[O:17][CH2:18][CH3:19]. Reagents/catalysts: [Pd] (palladium on charcoal). Solvent: C(C)O (ethanol), C(C)(=O)OCC (ethyl acetate). Reaction conditions: time 12 hour. Product: N1(CCOCC1)C1=CC=C(C=C1)N (4-(Morpholin4yl)phenylamine). Reaction SMILES: [N+]([C:4]1[CH:9]=[CH:8][CH:7]=[CH:6][C:5]=1[N:10]1[CH2:15][CH2:14][O:13][CH2:12][CH2:11]1)([O-])=O.O.[NH2:17]N>C(O)C.[Pd].C(OCC)(=O)C>[N:10]1([C:5]2[CH:6]=[CH:7][C:8]([NH2:17])=[CH:9][CH:4]=2)[CH2:15][CH2:14][O:13][CH2:12][CH2:11]1 |f:1.2|. Reported procedure: To a stirred solution of Intermediate 4 (3.2 g) in ethanol (60 ml) were added hydrazine hydrate (3.71 ml) and palladium on charcoal (5%, 0.1 g). The reaction was stirred for 12 h, before being diluted with ethyl acetate (60 ml). The reaction was extracted with aqueous citric acid (5%, 4×15 ml), and the combined aqueous extracts neutralised with sodium bicarbonate. The aqueous was extracted with ethyl acetate (3 ×15 ml), and the combined organic extracts washed with brine (50 ml), dried over magn... The reactants are [N+](=O)([O-])C1=C(C=CC=C1)N1CCOCC1 (4-(Nitrophenyl)morpholine), O.NN (hydrazine hydrate). The reactants are C1CCNCC1, Cc1[nH]c(C=O)c(C)c1C(=O)N1CC(C)NC(C)C1, COc1ccc(-c2cccc3c2CC(=O)N3)cc1, CCO. Product: COc1ccc(-c2cccc3c2C(=Cc2[nH]c(C)c(C(=O)N4CC(C)NC(C)C4)c2C)C(=O)N3)cc1. As a reaction SMILES: [CH2:38]1[CH2:39][CH2:40][NH:41][CH2:42][CH2:43]1.[CH3:19][CH:20]1[CH2:21][N:22]([C:27](=[O:28])[c:29]2[c:30]([CH3:37])[c:31]([CH:35]=[O:36])[nH:32][c:33]2[CH3:34])[CH2:23][CH:24]([CH3:26])[NH:25]1.[CH3:1][O:2][c:3]1[cH:4][cH:5][c:6](-[c:9]2[c:10]3[c:14]([cH:15][cH:16][cH:17]2)[NH:13][C:12](=[O:18])[CH2:11]3)[cH:7][cH:8]1.[CH3:44][CH2:45][OH:46]>>[CH3:1][O:2][c:3]1[cH:4][cH:5][c:6](-[c:9]2[c:10]3[c:14]([cH:15][cH:16][cH:17]2)[NH:13][C:12](=[O:18])[C:11]3=[CH:35][c:31]2[c:30]([CH3:37])[c:29]([C:27]([N:22]3[CH2:21][CH:20]([CH3:19])[NH:25][CH:24]([CH3:26])[CH2:23]3)=[O:28])[c:33]([CH3:34])[nH:32]2)[cH:7][cH:8]1.